This data is from the Open Reaction Database (ORD), a public repository of structured organic reaction records. The task is: describe an organic reaction: reactants, conditions, products, and yield The reactants are C(C1=CC=CC=C1)ON (benzyloxyamine), ClCCN=C=O (2-chloroethyl isocyanate). Solvent: C1CCOC1 (THF), C1CCOC1 (THF). Yields the product ether-hexane, C(C1=CC=CC=C1)ONC(=O)NCCCl (N-benzyloxy-N'-(2-chloroethyl)urea). Isolated yield 97.0%. As a reaction SMILES: [CH2:1]([O:8][NH2:9])[C:2]1[CH:7]=[CH:6][CH:5]=[CH:4][CH:3]=1.[Cl:10][CH2:11][CH2:12][N:13]=[C:14]=[O:15]>C1COCC1>[CH2:1]([O:8][NH:9][C:14]([NH:13][CH2:12][CH2:11][Cl:10])=[O:15])[C:2]1[CH:7]=[CH:6][CH:5]=[CH:4][CH:3]=1. Reported procedure: To a stirred solution of benzyloxyamine (36.63 g, 0.297 mol) in THF (250 ml) was added a solution of 2-chloroethyl isocyanate (25.4 ml, 1.0 equiv.) in THF (50 ml) over 20 minutes. The resulting cloudy solution was refluxed for 10 minutes, cooled and evaporated. Trituration of the residue with ether-hexane gave N-benzyloxy-N'-(2-chloroethyl)urea as a white solid (65.82 g, 97% yield), mp 67°-68° C. after recrystallization from hexane-ether. To a stirred solution of this urea (65.8 g, 0.287 mol) in... The reactants are C(Cl)Cl (DCM), C(#C)C=1C=C2C=NNC2=CC1 (5-Ethynyl-1H-indazole), N(=[N+]=[N-])CC[C@H](CC1=CC=C(C=C1)C(F)(F)F)NC(OC(C)(C)C)=O ((S)-tert-butyl 4-azido-1-(4-(trifluoromethyl)phenyl)butan-2-ylcarbamate), CuSO4.5H2O, O=C1C(O)=C([O-])[C@H](O1)[C@@H](O)CO.[Na+] (sodium ascorbate). Run in CC(C)(C)O.O (tBuOH H2O). Reaction conditions: time 3 day. Yields the product N1N=CC2=CC(=CC=C12)C=1N=NN(C1)CC[C@H](CC1=CC=C(C=C1)C(F)(F)F)N ((2S)-4-(4-(1H-Indazol-5-yl)-1H-1,2,3-triazol-1-yl)-1-(4-(trifluoromethyl)phenyl)butan-2-amine). The yield is 2.9%. RXN SMILES: [C:1]([C:3]1[CH:4]=[C:5]2[C:9](=[CH:10][CH:11]=1)[NH:8][N:7]=[CH:6]2)#[CH:2].[N:12]([CH2:15][CH2:16][C@@H:17]([NH:29]C(=O)OC(C)(C)C)[CH2:18][C:19]1[CH:24]=[CH:23][C:22]([C:25]([F:28])([F:27])[F:26])=[CH:21][CH:20]=1)=[N+:13]=[N-:14].O=C1O[C@H]([C@H](CO)O)C([O-])=C1O.[Na+].C(Cl)Cl>CC(O)(C)C.O>[NH:8]1[C:9]2[C:5](=[CH:4][C:3]([C:1]3[N:14]=[N:13][N:12]([CH2:15][CH2:16][C@@H:17]([NH2:29])[CH2:18][C:19]4[CH:24]=[CH:23][C:22]([C:25]([F:26])([F:28])[F:27])=[CH:21][CH:20]=4)[CH:2]=3)=[CH:11][CH:10]=2)[CH:6]=[N:7]1 |f:2.3,5.6|. Reported procedure: 5-Ethynyl-1H-indazole (50 mg, 0.35 mmol) and (S)-tert-butyl 4-azido-1-(4-(trifluoromethyl)phenyl)butan-2-ylcarbamate (143 mg, 0.35 mmol) were dissolved in 2 mL tBuOH/H2O (1/1) and CuSO4.5H2O (1.8 mg, 0.007 mmol) and sodium ascorbate (14 mg, 0.07 mmol) were added. The reaction was stirred for 3 days at room temperature and 10 mL DCM was added and the phases were separated. The aqueous phase was extracted with 50 mL DCM (3×50 mL) and the combined organic phases were dried over MgSO4 and evaporated... Reactants: C(C1=CC=CC=C1)[C@@H]1C(N[C@H]1CCO)=O (trans-3-benzyl-4-(2-hydroxyethyl)-2-azetidinone), 8-oxo-2,2-dimethyl-7α-benzyl-3-oxa-1-azabicyclo[4.2.0]octane, O1C(CCCC1)N1C(CC1CCOC1OCCCC1)=O (1-(2-tetrahydropyranyl)-4-[2-(2-tetrahydropyranyl)oxyethyl]-2-azetidinone). The product is C(C)[C@@H]1C(N[C@@H]1CCO)=O (cis-3-ethyl-4-(2'-hydroxyethyl)-2-azetidinone). As a reaction SMILES: [CH2:1]([C@H:8]1[C@H:11]([CH2:12][CH2:13][OH:14])[NH:10][C:9]1=[O:15])[C:2]1C=CC=CC=1.O1CCCCC1N1C(CCOC2CCCCO2)CC1=O>>[CH2:1]([C@H:8]1[C@@H:11]([CH2:12][CH2:13][OH:14])[NH:10][C:9]1=[O:15])[CH3:2]. Procedure: Following the procedure described for the preparation of trans-3-benzyl-4-(2-hydroxyethyl)-2-azetidinone from 8-oxo-2,2-dimethyl-7α-benzyl-3-oxa-1-azabicyclo[4.2.0]octane and using 8-oxo-2,2-dimethyl-7β-ethyl-3-oxa-1-azabicyclo[4.2.0]octane one obtains cis-3-ethyl-4-(2'-hydroxyethyl)-2-azetidinone.